This data is from the Open Reaction Database (ORD), a public repository of structured organic reaction records. The task is: describe an organic reaction: reactants, conditions, products, and yield Reactants: ( a ), OC1CCN(CC1)CCCOC1=C(C=CC=C1)[N+](=O)[O-] (4-hydroxy-1-[3-(2-nitrophenoxy)propyl]piperidine), C1(=CC=CC=C1)C(C1=CC=CC=C1)Br (diphenylmethyl bromide), OC1CCN(CC1)CCCOC1=C(C=C(C=C1)C)[N+](=O)[O-] (4-hydroxy-1-[3-(4-methyl-2-nitrophenoxy)propyl]piperidine). Product: C1(=CC=CC=C1)C(OC1CCN(CC1)CCCOC1=C(C=C(C=C1)C)[N+](=O)[O-])C1=CC=CC=C1 (4-diphenylmethoxy-1-[3-(4-methyl-2-nitrophenoxy)propyl]piperidine). RXN SMILES: [C:1]1([CH:7](Br)[C:8]2[CH:13]=[CH:12][CH:11]=[CH:10][CH:9]=2)[CH:6]=[CH:5][CH:4]=[CH:3][CH:2]=1.[OH:15][CH:16]1[CH2:21][CH2:20][N:19]([CH2:22][CH2:23][CH2:24][O:25][C:26]2[CH:31]=[CH:30][C:29]([CH3:32])=[CH:28][C:27]=2[N+:33]([O-:35])=[O:34])[CH2:18][CH2:17]1.OC1CCN(CCCOC2C=CC=CC=2[N+]([O-])=O)CC1>>[C:1]1([CH:7]([C:8]2[CH:13]=[CH:12][CH:11]=[CH:10][CH:9]=2)[O:15][CH:16]2[CH2:17][CH2:18][N:19]([CH2:22][CH2:23][CH2:24][O:25][C:26]3[CH:31]=[CH:30][C:29]([CH3:32])=[CH:28][C:27]=3[N+:33]([O-:35])=[O:34])[CH2:20][CH2:21]2)[CH:6]=[CH:5][CH:4]=[CH:3][CH:2]=1. Reported procedure: The procedure of Example 1 (a) was repeated except for using diphenylmethyl bromide and 4-hydroxy-1-[3-(4-methyl-2-nitrophenoxy)propyl]piperidine instead of diphenylmethyl bromide and 4-hydroxy-1-[3-(2-nitrophenoxy)propyl]piperidine to give oily 4-diphenylmethoxy-1-[3-(4-methyl-2-nitrophenoxy)propyl]piperidine. Reactants: [H][H] (hydrogen), C(C1=CC=CC=C1)OC1=CC(=C(C=C1)O)[N+](=O)[O-] (4-benzyloxy-2-nitrophenol), Compound XXII. The reagents and catalysts are [Pt] (platinum on charcoal). Run in CN(C=O)C (dimethylformamide). Conditions: time 12 hour. Yields the product C(C1=CC=CC=C1)OC1=CC(=C(C=C1)O)N (4-benzyloxy-2-aminophenol), Compound XXIII. Reaction SMILES: [CH2:1]([O:8][C:9]1[CH:14]=[CH:13][C:12]([OH:15])=[C:11]([N+:16]([O-])=O)[CH:10]=1)[C:2]1[CH:7]=[CH:6][CH:5]=[CH:4][CH:3]=1.[H][H]>CN(C)C=O.[Pt]>[CH2:1]([O:8][C:9]1[CH:14]=[CH:13][C:12]([OH:15])=[C:11]([NH2:16])[CH:10]=1)[C:2]1[CH:3]=[CH:4][CH:5]=[CH:6][CH:7]=1. Procedure: 50 g. 4-benzyloxy-2-nitrophenol [U.S. Pat. No. 4,603,2091] (Compound XXII) is dissolved in 100 mL dimethylformamide to give a yellow solution which is shaken in the presence of 5% platinum on charcoal under 40 psi pressure of hydrogen. After 12 hours, the reduction is colorless and is filtered through diatomaceous earth to remove the catalyst. The clear filtrate is diluted to 800 mL with ethyl acetate and is washed three times with 500 mL water. The organic layer is evaporated to yield a clear o... Reactants: C(C)OC(=O)C1=CNOC1=O (5-Oxo-2,5-dihydro-isoxazole-4-carboxylic acid ethyl ester), N1=CC=CC=C1 (pyridine), O (Water), Example 112, C1=CC=C(C=C1)OC(=S)Cl (phenyl chlorothionoformate). The solvent is C1(=CC=CC=C1)C (toluene). Conditions: time 17 hour. Yields the product C(C)OC(=O)C1=CN(OC1=O)C(=S)OC1=CC=CC=C1 (5-Oxo-2-phenoxy thiocarbonyl-2,5-dihydro-isoxazole-4-carboxylic acid ethyl ester). As a reaction SMILES: [CH2:1]([O:3][C:4]([C:6]1[C:10](=[O:11])[O:9][NH:8][CH:7]=1)=[O:5])[CH3:2].[CH:12]1[CH:17]=[CH:16][C:15]([O:18][C:19](Cl)=[S:20])=[CH:14][CH:13]=1.N1C=CC=CC=1.O>C1(C)C=CC=CC=1>[CH2:1]([O:3][C:4]([C:6]1[C:10](=[O:11])[O:9][N:8]([C:19]([O:18][C:15]2[CH:16]=[CH:17][CH:12]=[CH:13][CH:14]=2)=[S:20])[CH:7]=1)=[O:5])[CH3:2]. Procedure details: 5-Oxo-2,5-dihydro-isoxazole-4-carboxylic acid ethyl ester described in Preparation Example 112 (1.00 g, 5.17 mmol), phenyl chlorothionoformate (786 μl, 5.69 mmol) and pyridine (919 μl, 11.4 mmol) were dissolved at 0° C. in toluene (20 mL), and the solution was stirred at room temperature for 17 hours under nitrogen atmosphere. Water was added to the reaction solution at 0° C., which was then extracted with ethyl acetate, and the organic layer was washed with brine. The solvent was evaporated in ... Starting materials: N (ammonia), C(=O)=O (carbon dioxide), [NH4+] (ammonium), O (water). The product is C([O-])([O-])=O.[NH4+].[NH4+] (ammonium carbonate), C(N)([O-])=O.[NH4+] (ammonium carbamate), NC(=O)N (urea). Reaction SMILES: [NH4+:1].[NH3:2].[C:3](=[O:5])=[O:4].[OH2:6]>>[C:3](=[O:6])([O-:5])[O-:4].[NH4+:1].[NH4+:1].[C:3](=[O:5])([O-:4])[NH2:1].[NH4+:1].[NH2:1][C:3]([NH2:2])=[O:5] |f:4.5.6,7.8|. Procedure: Partially hydrolyzed amino condensation compounds (ammonium polyaminocarbamate) may be produced by other means such as reacting ammonia and carbon dioxide under pressure and elevated temperature to produce ammonium carbonate, ammonium carbamate and urea in water. Most of the water is then removed under satisfactory physical conditions and by any satisfactory means such as crystalization, distillation or air dried. Usually at ambient temperature or at a temperature below the temperature that ammo... Starting materials: O=C([O-])[O-], CN(C)CCCl, CN(C)C=O, Cl, [K+], [K+], O, COC(=O)c1ccc(O)cc1. The product is COC(=O)c1ccc(OCCN(C)C)cc1. Reaction SMILES: [C:19](=[O:20])([O-:21])[O-:22].[CH3:13][N:14]([CH2:15][CH2:16][Cl:17])[CH3:18].[CH3:26][N:27]([CH3:28])[CH:29]=[O:30].[ClH:12].[K+:23].[K+:24].[OH2:25].[OH:1][c:2]1[cH:3][cH:4][c:5]([C:6](=[O:7])[O:8][CH3:9])[cH:10][cH:11]1>>[O:1]([c:2]1[cH:3][cH:4][c:5]([C:6](=[O:7])[O:8][CH3:9])[cH:10][cH:11]1)[CH2:16][CH2:15][N:14]([CH3:13])[CH3:18]. Starting materials: BrC=1C(C(OC1C1=CC=C(C=C1)SC)(C)C)=O (4-bromo-2,2-dimethyl-5-{4-(methylthio)phenyl}-3(2H)-furanone), C1CCOC1 (THF), OOS(=O)[O-].[K+] (OXONE). Run in C(C)O (ethanol). Run at time 8 hour. The product is BrC=1C(C(OC1C1=CC=C(C=C1)S(=O)(=O)C)(C)C)=O (4-bromo-2,2-dimethyl-5-{4-(methylsulfonyl)phenyl}-3(2H)-furanone). As a reaction SMILES: [Br:1][C:2]1[C:3](=[O:17])[C:4]([CH3:16])([CH3:15])[O:5][C:6]=1[C:7]1[CH:12]=[CH:11][C:10](SC)=[CH:9][CH:8]=1.O[O:19][S:20]([O-:22])=O.[K+].[CH2:24]1COCC1>C(O)C>[Br:1][C:2]1[C:3](=[O:17])[C:4]([CH3:16])([CH3:15])[O:5][C:6]=1[C:7]1[CH:12]=[CH:11][C:10]([S:20]([CH3:24])(=[O:22])=[O:19])=[CH:9][CH:8]=1 |f:1.2|. Procedure: 42 mg of 4-bromo-2,2-dimethyl-5-{4-(methylthio)phenyl}-3(2H)-furanone was dissolved in 15 ml THF and 15 ml ethanol, to which was added 178 mg of OXONE. The mixture was stirred overnight at room temperature. Then the solvent was removed in vacuo. The resulting residue was extracted with 50 ml water and methylene chloride (50 ml×3). The organic layer was concentrated under reduced pressure and the resulting residue was subjected to column chromatographic separation (hexane/ethylacetate=2:1) to aff... Starting materials: BrC1=CC=2[C@]3(C4=CC(=CC=C4OC2C(=C1)F)OC)N=C(OC3)N ((S)-2′-bromo-4′-fluoro-7′-methoxy-5H-spiro[oxazole-4,9′-xanthen]-2-amine), N1C(CCC1)=O (pyrrolidin-2-one), CC1(C2=CC=CC(=C2OC=2C(=CC=CC12)P(C1=CC=CC=C1)C1=CC=CC=C1)P(C1=CC=CC=C1)C1=CC=CC=C1)C ((9,9-dimethyl-9H-xanthene-4,5-diyl)bis(diphenylphosphine)), C([O-])([O-])=O.[Cs+].[Cs+] (cesium carbonate). The reagents and catalysts are C=1C=CC(=CC1)/C=C/C(=O)/C=C/C2=CC=CC=C2.C=1C=CC(=CC1)/C=C/C(=O)/C=C/C2=CC=CC=C2.C=1C=CC(=CC1)/C=C/C(=O)/C=C/C2=CC=CC=C2.[Pd].[Pd] (Pd2 dba3). The solvent is O1CCOCC1 (dioxane), CCOC(=O)C (EtOAc). Run at temperature 100 celsius, time 60 hour. Yields the product NC=1OC[C@]2(C3=CC(=CC(=C3OC=3C=CC(=CC23)OC)F)N2C(CCC2)=O)N1 ((S)-1-(2-amino-5′-fluoro-2′-methoxy-5H-spiro[oxazole-4,9′-xanthene]-7′-yl)pyrrolidin-2-one). As a reaction SMILES: Br[C:2]1[CH:15]=[C:14]([F:16])[C:13]2[O:12][C:11]3[C:6](=[CH:7][C:8]([O:17][CH3:18])=[CH:9][CH:10]=3)[C@@:5]3([CH2:22][O:21][C:20]([NH2:23])=[N:19]3)[C:4]=2[CH:3]=1.CC1(C)C2C=CC=C(P(C3C=CC=CC=3)C3C=CC=CC=3)C=2OC2C1=CC=CC=2P(C1C=CC=CC=1)C1C=CC=CC=1.C(=O)([O-])[O-].[Cs+].[Cs+].[NH:72]1[CH2:76][CH2:75][CH2:74][C:73]1=[O:77]>CCOC(C)=O.C1C=CC(/C=C/C(/C=C/C2C=CC=CC=2)=O)=CC=1.C1C=CC(/C=C/C(/C=C/C2C=CC=CC=2)=O)=CC=1.C1C=CC(/C=C/C(/C=C/C2C=CC=CC=2)=O)=CC=1.[Pd].[Pd].O1CCOCC1>[NH2:23][C:20]1[O:21][CH2:22][C@:5]2([N:19]=1)[C:6]1[CH:7]=[C:8]([O:17][CH3:18])[CH:9]=[CH:10][C:11]=1[O:12][C:13]1[C:4]2=[CH:3][C:2]([N:72]2[CH2:76][CH2:75][CH2:74][C:73]2=[O:77])=[CH:15][C:14]=1[F:16] |f:2.3.4,7.8.9.10.11|. Procedure: Resealable tube was charged with solids: (S)-2′-bromo-4′-fluoro-7′-methoxy-5H-spiro[oxazole-4,9′-xanthen]-2-amine (500 mg, 1.32 mmol, prepared as described in Method BB40 but using 4-bromo-2-fluorophenol and 2-bromo-5-methoxybenzoic acid)), Pd2 dba3 (121 mg, 0.13 mmol), (9,9-dimethyl-9H-xanthene-4,5-diyl)bis(diphenylphosphine) (229 mg, 0.40 mmol), cesium carbonate (859 mg, 2.64 mmol). pyrrolidin-2-one (152 μL, 1.98 mmol) and dioxane (5 ml) were added and the mixture was stirred at 100° C. for 60... Reaction conditions: time 8 hour. Yield: 102.3%. The product is C(C)(C)(C)OC(=O)NCC(O)C1=NC=C(C(=O)O)C=C1 (6-(2-tert-butoxycarbonylamino-1-hydroxy-ethyl)-nicotinic acid). Reactants: COC(C1=CN=C(C=C1)C(CNC(=O)OC(C)(C)C)O)=O (6-(2-tert-Butoxycarbonylamino-1-hydroxy-ethyl)-nicotinic acid methyl ester), LiOH monohydrate. Reaction SMILES: C[O:2][C:3](=[O:21])[C:4]1[CH:9]=[CH:8][C:7]([CH:10]([OH:20])[CH2:11][NH:12][C:13]([O:15][C:16]([CH3:19])([CH3:18])[CH3:17])=[O:14])=[N:6][CH:5]=1>CO>[C:16]([O:15][C:13]([NH:12][CH2:11][CH:10]([C:7]1[CH:8]=[CH:9][C:4]([C:3]([OH:21])=[O:2])=[CH:5][N:6]=1)[OH:20])=[O:14])([CH3:19])([CH3:17])[CH3:18]. Solvent: CO (MeOH). Procedure: 6-(2-tert-Butoxycarbonylamino-1-hydroxy-ethyl)-nicotinic acid methyl ester (137.3 mg, 0.450 mmol) was dissolved into 3 mL of MeOH. To this was added LiOH monohydrate (56.5, 1.350 mmol). The reaction stirred at room temperature overnight. The reaction mixture was concentrated on a rotary evaporator, dissolved into 2 mL of water, and brought to pH 4 with AcOH. The mixture was extracted into 3×10 mL of EtOAc and the organic fractions combined. The organic phase was washed with 2×20 mL H2O and 1×20 ... Reactants: ClC1=C(C(=NC=N1)NCCN1CCC(CC1)NC1=NC2=C(N1CC1=CC=C(C=C1)F)C=CC=C2)N (6-chloro-N4 -[2-[4-[[1-[(4-fluorophenyl)methyl]-1H-benzimidazol-2-yl]amino]-1-piperidinyl]ethyl]-4,5-pyrimidinediamine), C(=S)=S (carbon disulfide), CN(C=O)C (N,N-dimethylformamide). Procedure details: A mixture of 7 parts of 6-chloro-N4 -[2-[4-[[1-[(4-fluorophenyl)methyl]-1H-benzimidazol-2-yl]amino]-1-piperidinyl]ethyl]-4,5-pyrimidinediamine, 2.1 parts of carbon disulfide and 90 parts of N,N-dimethylformamide was stirred overnight at 70° C. The reaction mixture was poured into water. The product was extracted with trichloromethane. The extract was dried, filtered and evaporated. The residue was crystallized from ethanol. The product was filtered off and dried in vacuo overnight at 120° C., yi... Product: Cl.FC1=CC=C(C=C1)CN1C(=NC2=C1C=CC=C2)NC2CCN(CC2)CCNC=2C1=C(N=CN2)SC(=N1)S (7-[[2-[4-[[1-[(4-fluorophenyl)methyl]-1H-benzimidazol-2-yl]amino]-1-piperidinyl]ethyl]amino]-thiazolo[5,4-d]pyrimidine-2-thiol monohydrochloride). RXN SMILES: [Cl:1][C:2]1[N:7]=[CH:6][N:5]=[C:4]([NH:8][CH2:9][CH2:10][N:11]2[CH2:16][CH2:15][CH:14]([NH:17][C:18]3[N:22]([CH2:23][C:24]4[CH:29]=[CH:28][C:27]([F:30])=[CH:26][CH:25]=4)[C:21]4[CH:31]=[CH:32][CH:33]=[CH:34][C:20]=4[N:19]=3)[CH2:13][CH2:12]2)[C:3]=1[NH2:35].[C:36](=[S:38])=[S:37].CN(C)C=O>O>[ClH:1].[F:30][C:27]1[CH:28]=[CH:29][C:24]([CH2:23][N:22]2[C:21]3[CH:31]=[CH:32][CH:33]=[CH:34][C:20]=3[N:19]=[C:18]2[NH:17][CH:14]2[CH2:15][CH2:16][N:11]([CH2:10][CH2:9][NH:8][C:4]3[C:3]4[N:35]=[C:36]([SH:38])[S:37][C:2]=4[N:7]=[CH:6][N:5]=3)[CH2:12][CH2:13]2)=[CH:25][CH:26]=1 |f:4.5|. Reaction conditions: temperature 70 celsius, time 8 hour. Solvent: O (water). Isolated yield 29.0%. The reactants are O=C([O-])[O-], CCO, CCOC(=O)CCc1ccc(Cl)c(C(O)COS(=O)(=O)c2ccc(C)cc2)c1, [K+], [K+]. Product: CCOC(=O)CCc1ccc(Cl)c(C2CO2)c1. As a reaction SMILES: [C:29](=[O:30])([O-:31])[O-:32].[CH3:35][CH2:36][OH:37].[Cl:1][c:2]1[c:3]([CH:15]([CH2:16][O:17][S:18]([c:19]2[cH:20][cH:21][c:22]([CH3:23])[cH:24][cH:25]2)(=[O:26])=[O:27])[OH:28])[cH:4][c:5]([CH2:8][CH2:9][C:10](=[O:11])[O:12][CH2:13][CH3:14])[cH:6][cH:7]1.[K+:33].[K+:34]>>[Cl:1][c:2]1[c:3]([CH:15]2[CH2:16][O:28]2)[cH:4][c:5]([CH2:8][CH2:9][C:10](=[O:11])[O:12][CH2:13][CH3:14])[cH:6][cH:7]1.